This data is from the Open Reaction Database (ORD), a public repository of structured organic reaction records. The task is: describe an organic reaction: reactants, conditions, products, and yield The reactants are C(C)(C)(C)N1C(NC2=CC=C(C=C2C1=O)Cl)=O (3-tert-butyl-6-chloro-1H-quinazoline-2,4-dione), O(S(=O)(=O)C(F)(F)F)CC(F)(F)F (trifluoroethyl triflate), C([O-])([O-])=O.[K+].[K+] (potassium carbonate). The solvent is C(C)#N (acetonitrile). Reaction conditions: temperature 50 celsius, time 48 hour. Yields the product ClC=1C=C2C(NC(N(C2=CC1)CC(F)(F)F)=O)=O (6-Chloro-1-(2,2,2-trifluoro-ethyl)-1H-quinazoline-2,4-dione). The yield is 99.4%. Reaction SMILES: C([N:5]1[C:14](=[O:15])[C:13]2[C:8](=[CH:9][CH:10]=[C:11]([Cl:16])[CH:12]=2)[NH:7][C:6]1=[O:17])(C)(C)C.O([CH2:26][C:27]([F:30])([F:29])[F:28])S(C(F)(F)F)(=O)=O.C(=O)([O-])[O-].[K+].[K+]>C(#N)C>[Cl:16][C:11]1[CH:12]=[C:13]2[C:8](=[CH:9][CH:10]=1)[N:7]([CH2:26][C:27]([F:30])([F:29])[F:28])[C:6](=[O:17])[NH:5][C:14]2=[O:15] |f:2.3.4|. Procedure details: To a solution of 3-tert-butyl-6-chloro-1H-quinazoline-2,4-dione (1.0 g, 3.97 mmol) in acetonitrile (40 mL) was added trifluoroethyl triflate (0.736 mL, 4.76 mmol) and potassium carbonate (821 mg, 5.95 mmol). The reaction was heated to 50° C. and stirred 48 hrs. The solution was cooled, concentrated, and dissolved in ethyl acetate. The solution was washed with sodium bicarbonate, brine, dried over Na2SO4, filtered, and concentrated. The crude residue was dissolved in acetic acid and treated with ... Starting materials: ClC1=NC=C(C=C1C#N)C1=CC=[N+](C=C1)[O-] (2-chloro-3-cyano-5,4'-bipyridine-1'-oxide), N1CCOCC1 (morpholine). Product: C(#N)C=1C(=NC=C(C1)C1=CC=[N+](C=C1)[O-])N1CCOCC1 (3-Cyano-2-morpholino-5,4'-bipyridine-1'-oxide). Reaction SMILES: Cl[C:2]1[C:7]([C:8]#[N:9])=[CH:6][C:5]([C:10]2[CH:15]=[CH:14][N+:13]([O-:16])=[CH:12][CH:11]=2)=[CH:4][N:3]=1.[NH:17]1[CH2:22][CH2:21][O:20][CH2:19][CH2:18]1>>[C:8]([C:7]1[C:2]([N:17]2[CH2:22][CH2:21][O:20][CH2:19][CH2:18]2)=[N:3][CH:4]=[C:5]([C:10]2[CH:15]=[CH:14][N+:13]([O-:16])=[CH:12][CH:11]=2)[CH:6]=1)#[N:9]. Procedure details: A mixture of 10 g 2-chloro-3-cyano-5,4'-bipyridine-1'-oxide and 40 ml morpholine is heated for 10 minutes at 70° C.-80° C. Subsequently, the mixture is evaporated to dryness under vacuum at an 80° C. bath temperature and the residue is collected, washed carefully with water and dried at 110° C. The product is refluxed for 1 hour with 150 ml dichloromethane, filtered off with suction, dried once again at 110° C. and crystallized from n-butyl acetate. Yield: 9.27 g (75% of the theoretical yield), ... Reactants: CS(=O)(=O)C1=NC(=CC(=N1)OC(F)F)C (2-methylsulfonyl-4-difluoromethoxy-6-methylpyrimidine), N (ammonia). The solvent is C(Cl)Cl (methylene chloride), C(Cl)(Cl)Cl (chloroform). Run at time 3 hour. Yields the product NC1=NC(=CC(=N1)OC(F)F)C (2-amino-4-difluoromethoxy-6-methylpyrimidine). Isolated yield 85.0%. Reaction SMILES: CS([C:5]1[N:10]=[C:9]([O:11][CH:12]([F:14])[F:13])[CH:8]=[C:7]([CH3:15])[N:6]=1)(=O)=O.[NH3:16]>C(Cl)(Cl)Cl.C(Cl)Cl>[NH2:16][C:5]1[N:10]=[C:9]([O:11][CH:12]([F:14])[F:13])[CH:8]=[C:7]([CH3:15])[N:6]=1. Procedure: 4.0 g (0.017 mol) of 2-methylsulfonyl-4-difluoromethoxy-6-methylpyrimidine are suspended in 60 ml of chloroform. This suspension is saturated with gaseous ammonia, and then stirred for 3 hours at a temperature of between 20° and 25° C. The reaction mixture is subsequently diluted with 50 ml of methylene chloride; the organic phase is separated, washed with water and concentrated by evaporation. There are obtained, as crystalline residue, 2.5 g (85% of theory) of 2-amino-4-difluoromethoxy-6-methy... Reactants: S1C(=NCC1)N (4,5-dihydrothiazol-2-amine), COC1=C(C=CC(=C1)C(F)(F)F)C1=NC=NC2=CC(=CC=C12)S(=O)(=O)Cl (4-(2-methoxy-4-(trifluoromethyl)phenyl)quinazoline-7-sulfonyl chloride). Product: S1C(=NCC1)NS(=O)(=O)C1=CC=C2C(=NC=NC2=C1)C1=C(C=C(C=C1)C(F)(F)F)OC (N-(4,5-DIHYDROTHIAZOL-2-YL)-4-(2-METHOXY-4-(TRIFLUOROMETHYL)PHENYL)QUINAZOLINE-7-SULFONAMIDE). As a reaction SMILES: [S:1]1[CH2:5][CH2:4][N:3]=[C:2]1[NH2:6].[CH3:7][O:8][C:9]1[CH:14]=[C:13]([C:15]([F:18])([F:17])[F:16])[CH:12]=[CH:11][C:10]=1[C:19]1[C:28]2[C:23](=[CH:24][C:25]([S:29](Cl)(=[O:31])=[O:30])=[CH:26][CH:27]=2)[N:22]=[CH:21][N:20]=1>>[S:1]1[CH2:5][CH2:4][N:3]=[C:2]1[NH:6][S:29]([C:25]1[CH:24]=[C:23]2[C:28]([C:19]([C:10]3[CH:11]=[CH:12][C:13]([C:15]([F:18])([F:16])[F:17])=[CH:14][C:9]=3[O:8][CH3:7])=[N:20][CH:21]=[N:22]2)=[CH:27][CH:26]=1)(=[O:31])=[O:30]. Procedure: The title compound was prepared in a manner analogous to example 512 except 4,5-dihydrothiazol-2-amine (Pfaltz & Bauer) was used instead of 2-aminothiazole and 4-(2-methoxy-4-(trifluoromethyl)phenyl)quinazoline-7-sulfonyl chloride was used instead of 4-(4-(difluoromethyl)-5-fluoro-2-methoxyphenyl)quinazoline-7-sulfonyl chloride. (M+H)+=469.0. Starting materials: OC1=C(N)C=CC(=C1)C(F)(F)F (2-hydroxy 4-trifluoromethyl aniline), BrC1=C(C=CC=C1)N=C=O (2-bromophenylisocyanate). Product: OC1=C(C=CC(=C1)C(F)(F)F)NC(=O)NC1=C(C=CC=C1)Br (N-(2-hydroxy 4-trifluoromethylphenyl) N′-(2-bromophenyl)urea). The yield is 66.6%. RXN SMILES: [OH:1][C:2]1[CH:8]=[C:7]([C:9]([F:12])([F:11])[F:10])[CH:6]=[CH:5][C:3]=1[NH2:4].[Br:13][C:14]1[CH:19]=[CH:18][CH:17]=[CH:16][C:15]=1[N:20]=[C:21]=[O:22]>>[OH:1][C:2]1[CH:8]=[C:7]([C:9]([F:10])([F:11])[F:12])[CH:6]=[CH:5][C:3]=1[NH:4][C:21]([NH:20][C:15]1[CH:16]=[CH:17][CH:18]=[CH:19][C:14]=1[Br:13])=[O:22]. Procedure details: The urea was prepared from 2-hydroxy 4-trifluoromethyl aniline(example 7a, 0.171 g, 1 mmol) and 2-bromophenylisocyanate(1 mmol) by general Method B. It was purified by dilution with methylene chloride and precipitation with hexane. Filtering afforded the desired compound(0.25 g, 54%). EI-MS m/z 375(M+H)+. Starting materials: CCCCOc1cc(CCC(=O)OC)ccc1CCCc1ccc(OCCCC)c(OC)c1, [Li+], C1CCOC1, [OH-]. Yields the product CCCCOc1cc(CCC(=O)O)ccc1CCCc1ccc(OCCCC)c(OC)c1. Reaction SMILES: [CH2:3]([CH2:4][CH2:5][CH3:6])[O:7][c:8]1[cH:9][c:10]([CH2:30][CH2:31][C:32](=[O:33])[O:34][CH3:35])[cH:11][cH:12][c:13]1[CH2:14][CH2:15][CH2:16][c:17]1[cH:18][c:19]([O:28][CH3:29])[c:20]([O:23][CH2:24][CH2:25][CH2:26][CH3:27])[cH:21][cH:22]1.[Li+:1].[O:36]1[CH2:37][CH2:38][CH2:39][CH2:40]1.[OH-:2]>>[CH2:3]([CH2:4][CH2:5][CH3:6])[O:7][c:8]1[cH:9][c:10]([CH2:30][CH2:31][C:32](=[O:33])[OH:34])[cH:11][cH:12][c:13]1[CH2:14][CH2:15][CH2:16][c:17]1[cH:18][c:19]([O:28][CH3:29])[c:20]([O:23][CH2:24][CH2:25][CH2:26][CH3:27])[cH:21][cH:22]1. Reactants: CCOC(=O)CN(c1ccc2c(c1)nc(Cc1ccc(C(N)=NC(=O)OC(C)(C)C)cc1)n2C)S(=O)(=O)c1cccc2cccnc12, CCO, [Na+], [OH-]. Yields the product Cn1c(Cc2ccc(C(N)=NC(=O)OC(C)(C)C)cc2)nc2cc(N(CC(=O)O)S(=O)(=O)c3cccc4cccnc34)ccc21. RXN SMILES: [CH2:1]([CH3:2])[O:3][C:4](=[O:5])[CH2:6][N:7]([c:8]1[cH:9][c:10]2[c:11]([n:12]([CH3:32])[c:13]([CH2:15][c:16]3[cH:17][cH:18][c:19]([C:20](=[N:21][C:22](=[O:23])[O:24][C:25]([CH3:26])([CH3:27])[CH3:28])[NH2:29])[cH:30][cH:31]3)[n:14]2)[cH:33][cH:34]1)[S:35](=[O:36])(=[O:37])[c:38]1[cH:39][cH:40][cH:41][c:42]2[cH:43][cH:44][cH:45][n:46][c:47]12.[CH3:50][CH2:51][OH:52].[Na+:49].[OH-:48]>>[O:3]=[C:4]([OH:5])[CH2:6][N:7]([c:8]1[cH:9][c:10]2[c:11]([n:12]([CH3:32])[c:13]([CH2:15][c:16]3[cH:17][cH:18][c:19]([C:20](=[N:21][C:22](=[O:23])[O:24][C:25]([CH3:26])([CH3:27])[CH3:28])[NH2:29])[cH:30][cH:31]3)[n:14]2)[cH:33][cH:34]1)[S:35](=[O:36])(=[O:37])[c:38]1[cH:39][cH:40][cH:41][c:42]2[cH:43][cH:44][cH:45][n:46][c:47]12. Starting materials: N([C@@H](CC1=CC=C(C=C1)OCC1=CC=CC=C1)C(=O)N[C@@H](COCC1=CC=CC=C1)C(=O)C(=O)OC)C(=O)OC(C)(C)C (Boc-Tyr(OBn)-Ser(OBn)-CO2Me), C(=O)(C(F)(F)F)O (TFA). Run in C(Cl)Cl (CH2Cl2). Run at temperature 0 celsius, time 4 hour. Yields the product N[C@@H](CC1=CC=C(C=C1)OCC1=CC=CC=C1)C(=O)N[C@@H](COCC1=CC=CC=C1)C(=O)C(=O)OC.FC(F)(F)C(=O)O (Tyr(OBn)-Ser(OBn)-CO2Me.TFA). Reaction SMILES: [NH:1](C(OC(C)(C)C)=O)[C@H:2]([C:18]([NH:20][C@H:21]([C:31]([C:33]([O:35][CH3:36])=[O:34])=[O:32])[CH2:22][O:23][CH2:24][C:25]1[CH:30]=[CH:29][CH:28]=[CH:27][CH:26]=1)=[O:19])[CH2:3][C:4]1[CH:9]=[CH:8][C:7]([O:10][CH2:11][C:12]2[CH:17]=[CH:16][CH:15]=[CH:14][CH:13]=2)=[CH:6][CH:5]=1.[C:44]([OH:50])([C:46]([F:49])([F:48])[F:47])=[O:45]>C(Cl)Cl>[NH2:1][C@H:2]([C:18]([NH:20][C@H:21]([C:31]([C:33]([O:35][CH3:36])=[O:34])=[O:32])[CH2:22][O:23][CH2:24][C:25]1[CH:26]=[CH:27][CH:28]=[CH:29][CH:30]=1)=[O:19])[CH2:3][C:4]1[CH:5]=[CH:6][C:7]([O:10][CH2:11][C:12]2[CH:17]=[CH:16][CH:15]=[CH:14][CH:13]=2)=[CH:8][CH:9]=1.[F:47][C:46]([C:44]([OH:50])=[O:45])([F:49])[F:48] |f:3.4|. Procedure details: Boc-Tyr(OBn)-Ser(OBn)-CO2Me (from Step 1 above, 2.64 g, 4.69 mmol) was dissolved in CH2Cl2 (15 mL), cooled to 0° C. and TFA (5 mL) was added. The solution was warmed to room temperature and stirred for 4 hours. The solution was concentrated, taken up in CH2Cl2 and reconcentrated twice. The resulting oil was triturated with ether to provide 2.7 g of the title compound as a white solid.